This data is from the Open Reaction Database (ORD), a public repository of structured organic reaction records. The task is: describe an organic reaction: reactants, conditions, products, and yield Reactants: C=CCC(NC(=O)C(C)C)C(=O)OCC, C1CCOC1, CCOC(C)=O, CCO, [Na+], [OH-]. The product is C=CCC(NC(=O)C(C)C)C(=O)O. Reaction SMILES: [CH2:1]([CH3:2])[O:3][C:4]([CH:5]([CH2:6][CH:7]=[CH2:8])[NH:9][C:10]([CH:11]([CH3:12])[CH3:13])=[O:14])=[O:15].[CH2:27]1[O:28][CH2:29][CH2:30][CH2:31]1.[CH3:18][CH2:19][O:20][C:21]([CH3:22])=[O:23].[CH3:24][CH2:25][OH:26].[Na+:17].[OH-:16]>>[O:3]=[C:4]([CH:5]([CH2:6][CH:7]=[CH2:8])[NH:9][C:10]([CH:11]([CH3:12])[CH3:13])=[O:14])[OH:15]. The reactants are C1CCNCC1, COc1cc[nH]c1C=O, CCOC(C)=O, CC(C)O, O=C1Cc2c(ccc([N+](=O)[O-])c2F)N1, O. The product is COc1cc[nH]c1C=C1C(=O)Nc2ccc([N+](=O)[O-])c(F)c21. Reaction SMILES: [CH2:15]1[CH2:16][CH2:17][NH:18][CH2:19][CH2:20]1.[CH3:21][O:22][c:23]1[c:24]([CH:28]=[O:29])[nH:25][cH:26][cH:27]1.[CH3:30][CH2:31][O:32][C:33](=[O:34])[CH3:35].[CH3:36][CH:37]([OH:38])[CH3:39].[F:1][c:2]1[c:3]2[c:7]([cH:8][cH:9][c:10]1[N+:11](=[O:12])[O-:13])[NH:6][C:5](=[O:14])[CH2:4]2.[OH2:40]>>[F:1][c:2]1[c:3]2[c:7]([cH:8][cH:9][c:10]1[N+:11](=[O:12])[O-:13])[NH:6][C:5](=[O:14])[C:4]2=[CH:28][c:24]1[c:23]([O:22][CH3:21])[cH:27][cH:26][nH:25]1. Starting materials: [OH-].C[Sn+](C)C (Trimethyl tin hydroxide), C(#N)C1=CC=C2C=CC(N(C2=C1)CC(=O)OC)=O (methyl 2-(7-cyano-2-oxoquinolin-1(2H)-yl)acetate). Solvent: ClCCCl (1,2-dichloroethane), ClCCl (dichloromethane). The product is C(#N)C1=CC=C2C=CC(N(C2=C1)CC(=O)O)=O (2-(7-cyano-2-oxoquinolin-1(2H)-yl)acetic acid). The yield is 88.9%. RXN SMILES: [OH-].C[Sn+](C)C.[C:6]([C:8]1[CH:17]=[C:16]2[C:11]([CH:12]=[CH:13][C:14](=[O:23])[N:15]2[CH2:18][C:19]([O:21]C)=[O:20])=[CH:10][CH:9]=1)#[N:7]>ClCCCl.ClCCl>[C:6]([C:8]1[CH:17]=[C:16]2[C:11]([CH:12]=[CH:13][C:14](=[O:23])[N:15]2[CH2:18][C:19]([OH:21])=[O:20])=[CH:10][CH:9]=1)#[N:7] |f:0.1|. Reported procedure: Trimethyl tin hydroxide (0.388 g, 2.14 mmol) was added to a solution of methyl 2-(7-cyano-2-oxoquinolin-1(2H)-yl)acetate (0.104 g, 0.429 mmol) in 1,2-dichloroethane (5 mL) and the resulting suspension was stirred at reflux for 4 h. The reaction mixture was diluted with dichloromethane and washed with 1N aqueous HCl. Filtration of the organic phase provided 87 mg (89%) of 2-(7-cyano-2-oxoquinolin-1(2H)-yl)acetic acid. Retention time (min)=0.987, method [1], MS(ESI) 229.1 (M+H). Starting materials: CNC, CN(C)C=O, Fc1ccccc1C1=NCc2cnc(Cl)nc2-c2ccc(Cl)cc21, O. The product is CN(C)c1ncc2c(n1)-c1ccc(Cl)cc1C(c1ccccc1F)=NC2. RXN SMILES: [CH3:25][NH:26][CH3:27].[CH3:29][N:30]([CH3:31])[CH:32]=[O:33].[Cl:1][c:2]1[n:3][cH:4][c:5]2[c:11]([n:12]1)-[c:10]1[c:9]([cH:16][c:15]([Cl:17])[cH:14][cH:13]1)[C:8]([c:18]1[c:19]([F:24])[cH:20][cH:21][cH:22][cH:23]1)=[N:7][CH2:6]2.[OH2:28]>>[c:2]1([N:26]([CH3:25])[CH3:27])[n:3][cH:4][c:5]2[c:11]([n:12]1)-[c:10]1[c:9]([cH:16][c:15]([Cl:17])[cH:14][cH:13]1)[C:8]([c:18]1[c:19]([F:24])[cH:20][cH:21][cH:22][cH:23]1)=[N:7][CH2:6]2. The reactants are ClC=1C=C(N)C=C(C1COC)Cl (3,5-Dichloro-4-methoxymethylaniline), C(C)N(C1=CC=CC=C1)CC (N,N-diethylaniline), ClC(=O)OC(C)C (isopropyl chloroformate), resultant mixture, resultant solution, ice water. Solvent: C1(=CC=CC=C1)C (toluene). Run at time 12 hour. Product: ClC=1C=C(C=C(C1COC)Cl)NC(OC(C)C)=O (isopropyl N-(3,5-dichloro-4-methoxymethylphenyl)carbamate). Yield: 89.7%. As a reaction SMILES: [Cl:1][C:2]1[CH:3]=[C:4]([CH:6]=[C:7]([Cl:12])[C:8]=1[CH2:9][O:10][CH3:11])[NH2:5].C(N(CC)C1C=CC=CC=1)C.Cl[C:25]([O:27][CH:28]([CH3:30])[CH3:29])=[O:26]>C1(C)C=CC=CC=1>[Cl:1][C:2]1[CH:3]=[C:4]([NH:5][C:25](=[O:26])[O:27][CH:28]([CH3:30])[CH3:29])[CH:6]=[C:7]([Cl:12])[C:8]=1[CH2:9][O:10][CH3:11]. Procedure details: 3,5-Dichloro-4-methoxymethylaniline (2.06 g) and N,N-diethylaniline (1.49 g) were dissolved in toluene (15 ml). To the resultant solution was dropwise added isopropyl chloroformate (1.24 g) in 5 minutes under ice-cooling. The resultant mixture was allowed to stand at room temperature for 12 hours, poured into ice-water and extracted with ethyl acetate. The extract was washed with water, dried over magnesium sulfate and concentrated under reduced pressure. The residue was purified by silica gel c... Procedure: 3-{4-Amino-6-chloro-2-[(E)-2-phenylethenyl]-5-pyrimidinyl}propanamide (0.175 g, 0.58 mmol) was dissolved in EtOH and HCl gas was bubbled through the solution until saturated. The solution was heated at reflux for 2 h, cooled to ambient temperature and concentrated under vacuum. The residue was dissolved in water, neutralised to pH9 with K2CO3 solution and extracted with EtOAc (3×). The organic layers were combined, dried over Na2SO4, filtered and concentrated under vacuum to yield ethyl 3-{4-ami... Reactants: NC1=NC(=NC(=C1CCC(=O)N)Cl)\C=C\C1=CC=CC=C1 (3-{4-Amino-6-chloro-2-[(E)-2-phenylethenyl]-5-pyrimidinyl}propanamide), CCO (EtOH). Reaction SMILES: [NH2:1][C:2]1[C:7]([CH2:8][CH2:9][C:10](N)=[O:11])=[C:6]([Cl:13])[N:5]=[C:4](/[CH:14]=[CH:15]/[C:16]2[CH:21]=[CH:20][CH:19]=[CH:18][CH:17]=2)[N:3]=1.[CH3:22][CH2:23][OH:24]>>[NH2:1][C:2]1[C:7]([CH2:8][CH2:9][C:10]([O:24][CH2:23][CH3:22])=[O:11])=[C:6]([Cl:13])[N:5]=[C:4](/[CH:14]=[CH:15]/[C:16]2[CH:21]=[CH:20][CH:19]=[CH:18][CH:17]=2)[N:3]=1. Yields the product NC1=NC(=NC(=C1CCC(=O)OCC)Cl)\C=C\C1=CC=CC=C1 (ethyl 3-{4-amino-6-chloro-2-[(E)-2-phenylethenyl]-5-pyrimidinyl}propanoate).